From a dataset of the Open Reaction Database (ORD), a public repository of structured organic reaction records. describe an organic reaction: reactants, conditions, products, and yield The reactants are CC(=O)O, O=Cc1c(O)cc(O)cc1O, NNC(=S)Nc1cccc2ccccc12. Product: Oc1cc(O)c(C=NNC(=S)Nc2cccc3ccccc23)c(O)c1. RXN SMILES: [CH3:27][C:28](=[O:29])[OH:30].[OH:16][c:17]1[c:18]([CH:19]=[O:20])[c:21]([OH:26])[cH:22][c:23]([OH:25])[cH:24]1.[c:1]1([NH:11][C:12]([NH:13][NH2:14])=[S:15])[cH:2][cH:3][cH:4][c:5]2[cH:6][cH:7][cH:8][cH:9][c:10]12>>[c:1]1([NH:11][C:12]([NH:13][N:14]=[CH:19][c:18]2[c:17]([OH:16])[cH:24][c:23]([OH:25])[cH:22][c:21]2[OH:26])=[S:15])[cH:2][cH:3][cH:4][c:5]2[cH:6][cH:7][cH:8][cH:9][c:10]12. The reactants are COc1ccc(Nc2nc3ccc(OS(=O)(=O)c4ccc(F)cc4)cc3n2Cc2ccccc2)cc1OC, CN1CCCC1=O, NC1CCCC1, O. The product is COc1ccc(Nc2nc3ccc(OS(=O)(=O)c4ccc(NC5CCCC5)cc4)cc3n2Cc2ccccc2)cc1OC. As a reaction SMILES: [CH2:1]([c:2]1[cH:3][cH:4][cH:5][cH:6][cH:7]1)[n:8]1[c:9]([NH:28][c:29]2[cH:30][c:31]([O:37][CH3:38])[c:32]([O:35][CH3:36])[cH:33][cH:34]2)[n:10][c:11]2[c:12]1[cH:13][c:14]([O:17][S:18](=[O:19])(=[O:20])[c:21]1[cH:22][cH:23][c:24]([F:27])[cH:25][cH:26]1)[cH:15][cH:16]2.[CH3:46][N:47]1[CH2:48][CH2:49][CH2:50][C:51]1=[O:52].[CH:39]1([NH2:44])[CH2:40][CH2:41][CH2:42][CH2:43]1.[OH2:45]>>[CH2:1]([c:2]1[cH:3][cH:4][cH:5][cH:6][cH:7]1)[n:8]1[c:9]([NH:28][c:29]2[cH:30][c:31]([O:37][CH3:38])[c:32]([O:35][CH3:36])[cH:33][cH:34]2)[n:10][c:11]2[c:12]1[cH:13][c:14]([O:17][S:18](=[O:19])(=[O:20])[c:21]1[cH:22][cH:23][c:24]([NH:44][CH:39]3[CH2:40][CH2:41][CH2:42][CH2:43]3)[cH:25][cH:26]1)[cH:15][cH:16]2. Reported procedure: A mixture of 500 mg (1.42 mmole) of 8-chloro-11-(1-acetyl-4-piperidylidene)-6,11-dihydro-5 H-benzo[5,6]cyclohepta[1,2-b]pyridine and 175 μl (2.81 mmole) of methyl iodide in 30 mL of toluene was heated at 100° C. for about 19 hours. The reaction mixture was cooled to room temperature and the solvent decanted off. The remaining residue was recrystallized twice from CH2Cl2 isopropyl etherexanes to give 432 mg of the title compound as tan crystals. (m.p. 245°-247° C.). Conditions: temperature 100 celsius. Product: [I-].C[N+]1=C2C(=CC=C1)CCC1=C(C2=C2CCN(CC2)C(C)=O)C=CC(=C1)Cl (N-methyl-8-chloro-11-(1-acetyl-4-piperidylidene)-6,11-dihydro-5H-benzo[5,6]cyclohepta[1,2-b]pyridinium Iodide). Run in C1(=CC=CC=C1)C (toluene). RXN SMILES: [Cl:1][C:2]1[CH:3]=[CH:4][C:5]2[C:15](=[C:16]3[CH2:21][CH2:20][N:19]([C:22](=[O:24])[CH3:23])[CH2:18][CH2:17]3)[C:10]3=[N:11][CH:12]=[CH:13][CH:14]=[C:9]3[CH2:8][CH2:7][C:6]=2[CH:25]=1.[CH3:26][I:27]>C1(C)C=CC=CC=1>[I-:27].[CH3:26][N+:11]1[CH:12]=[CH:13][CH:14]=[C:9]2[CH2:8][CH2:7][C:6]3[CH:25]=[C:2]([Cl:1])[CH:3]=[CH:4][C:5]=3[C:15](=[C:16]3[CH2:17][CH2:18][N:19]([C:22](=[O:24])[CH3:23])[CH2:20][CH2:21]3)[C:10]=12 |f:3.4|. The yield is 61.5%. Starting materials: ClC=1C=CC2=C(CCC=3C(=NC=CC3)C2=C2CCN(CC2)C(C)=O)C1 (8-chloro-11-(1-acetyl-4-piperidylidene)-6,11-dihydro-5 H-benzo[5,6]cyclohepta[1,2-b]pyridine), CI (methyl iodide). Reactants: CC#N, ClCC1(CCl)CO1, Sc1ccc(Cl)cc1. Yields the product ClCC1(CSc2ccc(Cl)cc2)CO1. As a reaction SMILES: [CH3:16][C:17]#[N:18].[Cl:1][CH2:2][C:3]1([CH2:6][Cl:7])[O:4][CH2:5]1.[Cl:8][c:9]1[cH:10][cH:11][c:12]([SH:15])[cH:13][cH:14]1>>[CH2:2]([C:3]1([CH2:6][Cl:7])[O:4][CH2:5]1)[S:15][c:12]1[cH:11][cH:10][c:9]([Cl:8])[cH:14][cH:13]1. Reactants: ClC1=NC=CC(=C1)C#CC=1N=C(NC1)C (2-chloro-4-(2-methyl-1H-imidazol-4-ylethynyl)-pyridine), Br.BrCC=1C=NC=CC1 (3-(bromomethyl)pyridine hydrobromide). Yields the product N1=CC(=CC=C1)CN1C(=NC(=C1)C#CC1=CC(=NC=C1)Cl)C (4-[1-(Pyridin-3-ylmethyl)-2-methyl-1H-imidazol-4-ylethynyl]-2-chloro-pyridine). RXN SMILES: [Cl:1][C:2]1[CH:7]=[C:6]([C:8]#[C:9][C:10]2[N:11]=[C:12]([CH3:15])[NH:13][CH:14]=2)[CH:5]=[CH:4][N:3]=1.Br.Br[CH2:18][C:19]1[CH:20]=[N:21][CH:22]=[CH:23][CH:24]=1>>[N:21]1[CH:22]=[CH:23][CH:24]=[C:19]([CH2:18][N:13]2[CH:14]=[C:10]([C:9]#[C:8][C:6]3[CH:5]=[CH:4][N:3]=[C:2]([Cl:1])[CH:7]=3)[N:11]=[C:12]2[CH3:15])[CH:20]=1 |f:1.2|. Reported procedure: The title compound, MS: m/e=309.3(M+H30), was prepared in accordance with the general method of example 1 from 2-chloro-4-(2-methyl-1H-imidazol-4-ylethynyl)-pyridine and 3-(bromomethyl)pyridine hydrobromide. Isolated yield 87.5%. Yields the product FC1=CC=C(C=C1)C1CN(C1)C(C1=CC=CC=C1)C1=CC=CC=C1 (3(4-Fluorophenyl)-1-(diphenylmethyl)azetidine). The reagents and catalysts are [Ni] (Raney Nickel). Run in C(C)(C)(C)O (tertiary butanol), C1(=CC=CC=C1)C (toluene), C1(=CC=CC=C1)C (toluene). As a reaction SMILES: [F:1][C:2]1[CH:7]=[CH:6][C:5]([C:8]2(Cl)[CH2:11][N:10]([CH:12]([C:19]3[CH:24]=[CH:23][CH:22]=[CH:21][CH:20]=3)[C:13]3[CH:18]=[CH:17][CH:16]=[CH:15][CH:14]=3)[CH2:9]2)=[CH:4][CH:3]=1>[Ni].C(O)(C)(C)C.C1(C)C=CC=CC=1>[F:1][C:2]1[CH:3]=[CH:4][C:5]([CH:8]2[CH2:11][N:10]([CH:12]([C:19]3[CH:20]=[CH:21][CH:22]=[CH:23][CH:24]=3)[C:13]3[CH:18]=[CH:17][CH:16]=[CH:15][CH:14]=3)[CH2:9]2)=[CH:6][CH:7]=1. Conditions: temperature 80 celsius. Procedure details: To a stirred suspension of Raney Nickel (2.0 g, wet slurry) in tertiary butanol (10 mL) and toluene (50 mL) was added a solution of 3-(4-fluorophenyl)-3-chloro-1-(diphenylrnethyl)azetidine (16) (1.9 g) in toluene (20 mL). The mixture was heated to 80° C. for 6 hours, cooled and filtered through kieselguhr. The filtrate was concentrated in vacuo and partitioned between diethyl ether (3×30 mL) and aqueous potassium carbonate solution (50 mL). The combined organic extracts were washed (water, brine... Reactants: FC1=CC=C(C=C1)C1(CN(C1)C(C1=CC=CC=C1)C1=CC=CC=C1)Cl (3-(4-fluorophenyl)-3-chloro-1-(diphenylmethyl)azetidine).